This data is from the Open Reaction Database (ORD), a public repository of structured organic reaction records. The task is: describe an organic reaction: reactants, conditions, products, and yield The reactants are C#CC(O)c1ccc(N2CCCCC2)c(C(C)(C)C)c1, I[Cu]I, O=C(O)c1ccc(I)cc1. The product is CC(C)(C)c1cc(C(O)C#Cc2ccc(C(=O)O)cc2)ccc1N1CCCCC1. As a reaction SMILES: [C:1]([CH3:2])([CH3:3])([CH3:4])[c:5]1[cH:6][c:7]([CH:17]([C:18]#[CH:19])[OH:20])[cH:8][cH:9][c:10]1[N:11]1[CH2:12][CH2:13][CH2:14][CH2:15][CH2:16]1.[Cu:31]([I:32])[I:33].[I:21][c:22]1[cH:23][cH:24][c:25]([C:26](=[O:27])[OH:28])[cH:29][cH:30]1>>[C:1]([CH3:2])([CH3:3])([CH3:4])[c:5]1[cH:6][c:7]([CH:17]([C:18]#[C:19][c:22]2[cH:23][cH:24][c:25]([C:26](=[O:27])[OH:28])[cH:29][cH:30]2)[OH:20])[cH:8][cH:9][c:10]1[N:11]1[CH2:12][CH2:13][CH2:14][CH2:15][CH2:16]1. The reactants are O=C([O-])[O-], CCOC(=O)CNC(C)C, CC(C)=O, O=[N+]([O-])c1cnc(Cl)nc1Cl, [K+], [K+], O. Yields the product CCOC(=O)CN(c1nc(Cl)ncc1[N+](=O)[O-])C(C)C. As a reaction SMILES: [C:22](=[O:23])([O-:24])[O-:25].[CH2:12]([CH3:13])[O:14][C:15]([CH2:16][NH:17][CH:18]([CH3:19])[CH3:20])=[O:21].[CH3:28][C:29](=[O:30])[CH3:31].[Cl:1][c:2]1[n:3][cH:4][c:5]([N+:9](=[O:10])[O-:11])[c:6]([Cl:8])[n:7]1.[K+:26].[K+:27].[OH2:32]>>[Cl:1][c:2]1[n:3][cH:4][c:5]([N+:9](=[O:10])[O-:11])[c:6]([N:17]([CH2:16][C:15]([O:14][CH2:12][CH3:13])=[O:21])[CH:18]([CH3:19])[CH3:20])[n:7]1.